From a dataset of the Open Reaction Database (ORD), a public repository of structured organic reaction records. describe an organic reaction: reactants, conditions, products, and yield The reactants are C(CCCC)Br (n-pentyl bromide), [Mg] (magnesium), C(C)O[SiH]1CCC(CC1)C1=CC(=C(C=C1F)C1=CC=C(C=C1)OC(F)(F)F)F (4'-(4-ethoxy-4-silacyclohexyl)-2',5'-difluoro-4-trifluoromethoxybiphenyl). The solvent is C1CCOC1 (THF), C1CCOC1 (THF). Product: C(CCCC)[Si@@H]1CC[C@H](CC1)C1=CC(=C(C=C1F)C1=CC=C(C=C1)OC(F)(F)F)F (4'-(trans-4-n-pentyl-4-silacyclohexyl)-2',5'-difluoro-4-trifluoromethoxybiphenyl). Isolated yield 85.0%. As a reaction SMILES: [CH2:1](Br)[CH2:2][CH2:3][CH2:4][CH3:5].[Mg].C(O[SiH:11]1[CH2:16][CH2:15][CH:14]([C:17]2[C:22]([F:23])=[CH:21][C:20]([C:24]3[CH:29]=[CH:28][C:27]([O:30][C:31]([F:34])([F:33])[F:32])=[CH:26][CH:25]=3)=[C:19]([F:35])[CH:18]=2)[CH2:13][CH2:12]1)C>C1COCC1>[CH2:1]([Si@H:11]1[CH2:16][CH2:15][C@H:14]([C:17]2[C:22]([F:23])=[CH:21][C:20]([C:24]3[CH:25]=[CH:26][C:27]([O:30][C:31]([F:34])([F:32])[F:33])=[CH:28][CH:29]=3)=[C:19]([F:35])[CH:18]=2)[CH2:13][CH2:12]1)[CH2:2][CH2:3][CH2:4][CH3:5]. Procedure: 3.0 g (20 mmol) of n-pentyl bromide was dripped into a mixture of 0.5 g of magnesium (21 mmol) and 50 ml of THF to obtain a Grignard's reagent. This solution was then dripped into a 50 ml THF solution of 8.8 g (20 mmol) of 4'-(4-ethoxy-4-silacyclohexyl)-2',5'-difluoro-4-trifluoromethoxybiphenyl to obtain 4'-(trans-4-n-pentyl-4-silacyclohexyl)-2',5'-difluoro-4-trifluoromethoxybiphenyl. The silacyclohexane rings of this product were a mixture of trans and cis isomers. They were separated by means ... Run in C1(=CC=CC=C1)C (toluene). The yield is 95.3%. The reactants are COC=1C=C2C(=CC=NC2=CC1OC)OC1=CC=C(C=C1)N (6,7-Dimethoxy-4-(4-aminophenoxy)quinoline), ClC1=C(C(=CC=C1)Cl)N=C=O (2,6-dichlorophenyl isocyanate). Yields the product ClC1=C(C(=CC=C1)Cl)NC(=O)NC1=CC=C(C=C1)OC1=CC=NC2=CC(=C(C=C12)OC)OC (N-(2,6-Dichlorophenyl)-N'-{4-[(6,7-dimethoxy-4-quinolyl)oxy]phenyl}urea). Reported procedure: 6,7-Dimethoxy-4-(4-aminophenoxy)quinoline (52 mg) was dissolved in toluene (5 ml) with heat, 2,6-dichlorophenyl isocyanate (125 mg) was added, and the admixture was refluxed with heat for 12 minutes. The separated crystals were filtered and then washed with toluene to obtain 81 mg of the title compound (yield: 96%). As a reaction SMILES: [CH3:1][O:2][C:3]1[CH:4]=[C:5]2[C:10](=[CH:11][C:12]=1[O:13][CH3:14])[N:9]=[CH:8][CH:7]=[C:6]2[O:15][C:16]1[CH:21]=[CH:20][C:19]([NH2:22])=[CH:18][CH:17]=1.[Cl:23][C:24]1[CH:29]=[CH:28][CH:27]=[C:26]([Cl:30])[C:25]=1[N:31]=[C:32]=[O:33]>C1(C)C=CC=CC=1>[Cl:23][C:24]1[CH:29]=[CH:28][CH:27]=[C:26]([Cl:30])[C:25]=1[NH:31][C:32]([NH:22][C:19]1[CH:18]=[CH:17][C:16]([O:15][C:6]2[C:5]3[C:10](=[CH:11][C:12]([O:13][CH3:14])=[C:3]([O:2][CH3:1])[CH:4]=3)[N:9]=[CH:8][CH:7]=2)=[CH:21][CH:20]=1)=[O:33]. Yields the product Cc1cc(F)ccc1NC(=O)CC#N. As a reaction SMILES: [C:10](#[N:11])[CH2:12][C:13](=[O:14])[O:15][CH2:16][CH3:17].[C:18]([O:19][CH2:20][CH3:21])(=[O:22])[CH3:23].[CH3:24][CH2:25][CH2:26][CH2:27][CH2:28][CH3:29].[F:1][c:2]1[cH:3][c:4]([CH3:9])[c:5]([NH2:6])[cH:7][cH:8]1>>[F:1][c:2]1[cH:3][c:4]([CH3:9])[c:5]([NH:6][C:13]([CH2:12][C:10]#[N:11])=[O:14])[cH:7][cH:8]1. Reactants: CCOC(=O)CC#N, CCOC(C)=O, CCCCCC, Cc1cc(F)ccc1N. Solvent: C1=CC=CC=C1 (benzene). Reactants: N1CCNCCNCC1 (1,4,7-triazacyclononane), COC(N(C)C)OC (dimethylformamide dimethyl acetal). Product: N12CCN3CCN(CC1)C23 (1,4,7-triazatricyclo[5.2.1.04,10 ]decane). Reported procedure: A reaction mixture of 4.00 g (31 mmol) of 1,4,7-triazacyclononane (perhydro-1,4,7-triazonine), 3.70 g (31 mmol) of dimethylformamide dimethyl acetal and 50 ml of dry benzene was distilled through a spinning band column until the by-products and solvent were removed (dimethylamine, benzene-methanol azeotrope, bp 58°, and benzene, bp 80°). The residue was then distilled through a shortpath apparatus giving 3.68 g (86%) of clear, colorless liquid, bp 80°-82° (2.5 mm), nD24 = 1.5175. Redistillation ... RXN SMILES: [NH:1]1[CH2:9][CH2:8][NH:7][CH2:6][CH2:5][NH:4][CH2:3][CH2:2]1.[CH3:10]OC(OC)N(C)C>C1C=CC=CC=1>[N:1]12[CH:10]3[N:4]([CH2:5][CH2:6][N:7]3[CH2:8][CH2:9]1)[CH2:3][CH2:2]2. The reactants are OC=1C=C(C(=O)CCC(=O)O)C=CC1CO (3-(3-Hydroxy-4-hydroxymethylbenzoyl)propionic acid), O.NN (hydrazine hydrate). Yields the product OC=1C=C(C=CC1CO)C=1CCC(NN1)=O (6-(3-hydroxy-4-hydroxymethylphenyl)-4,5-dihydro-3(2H)-pyridazinone). As a reaction SMILES: [OH:1][C:2]1[CH:3]=[C:4]([CH:12]=[CH:13][C:14]=1[CH2:15][OH:16])[C:5]([CH2:7][CH2:8][C:9](O)=[O:10])=O.O.[NH2:18][NH2:19]>>[OH:1][C:2]1[CH:3]=[C:4]([C:5]2[CH2:7][CH2:8][C:9](=[O:10])[NH:18][N:19]=2)[CH:12]=[CH:13][C:14]=1[CH2:15][OH:16] |f:1.2|. Procedure: 3-(3-Hydroxy-4-hydroxymethylbenzoyl)propionic acid was cyclised with hydrazine hydrate in a similar manner to that described in Example 3(i) to give 6-(3-hydroxy-4-hydroxymethylphenyl)-4,5-dihydro-3(2H)-pyridazinone. Starting materials: ClCc1nc2cccnc2s1, c1ccc(N2CCNCC2)cc1. Yields the product c1ccc(N2CCN(Cc3nc4cccnc4s3)CC2)cc1. As a reaction SMILES: [Cl:1][CH2:2][c:3]1[s:4][c:5]2[n:6][cH:7][cH:8][cH:9][c:10]2[n:11]1.[c:12]1([N:18]2[CH2:19][CH2:20][NH:21][CH2:22][CH2:23]2)[cH:13][cH:14][cH:15][cH:16][cH:17]1>>[CH2:2]([c:3]1[s:4][c:5]2[n:6][cH:7][cH:8][cH:9][c:10]2[n:11]1)[N:21]1[CH2:20][CH2:19][N:18]([c:12]2[cH:13][cH:14][cH:15][cH:16][cH:17]2)[CH2:23][CH2:22]1. Reactants: CCOC(=O)C1CCCN(C)C1, Cl, [Li+], C1COCCO1, [OH-], O. The product is CN1CCCC(C(=O)O)C1. Reaction SMILES: [CH3:1][N:2]1[CH2:3][CH:4]([C:5](=[O:6])[O:7][CH2:8][CH3:9])[CH2:10][CH2:11][CH2:12]1.[ClH:15].[Li+:13].[O:16]1[CH2:17][CH2:18][O:19][CH2:20][CH2:21]1.[OH-:14].[OH2:22]>>[CH3:1][N:2]1[CH2:3][CH:4]([C:5](=[O:6])[OH:7])[CH2:10][CH2:11][CH2:12]1. Starting materials: CC#N, Cl, [Na+], [OH-], COCCCCC(O)(c1ccccc1Oc1ccccc1)C1CCCN(C(=O)OC(C)(C)C)C1. RXN SMILES: [CH3:38][C:39]#[N:40].[ClH:35].[Na+:37].[OH-:36].[OH:1][C:2]([CH2:3][CH2:4][CH2:5][CH2:6][O:7][CH3:8])([c:9]1[c:10]([O:15][c:16]2[cH:17][cH:18][cH:19][cH:20][cH:21]2)[cH:11][cH:12][cH:13][cH:14]1)[CH:22]1[CH2:23][N:24]([C:28]([O:29][C:30]([CH3:31])([CH3:32])[CH3:33])=[O:34])[CH2:25][CH2:26][CH2:27]1>>[OH:1][C:2]([CH2:3][CH2:4][CH2:5][CH2:6][O:7][CH3:8])([c:9]1[c:10]([O:15][c:16]2[cH:17][cH:18][cH:19][cH:20][cH:21]2)[cH:11][cH:12][cH:13][cH:14]1)[CH:22]1[CH2:23][NH:24][CH2:25][CH2:26][CH2:27]1. The product is COCCCCC(O)(c1ccccc1Oc1ccccc1)C1CCCNC1. Reactants: CN(CCS(=O)(=O)C1=CC=C(C=C1)[N+](=O)[O-])C (dimethyl-[2-(4-nitro-benzenesulfonyl)-ethyl]-amine). The reagents and catalysts are [Pd] (Pd/C). Run in C(C)O (ethanol). The product is CN(CCS(=O)(=O)C1=CC=C(C=C1)N)C (4-(2-dimethylamino-ethanesulfonyl)-phenylamine). As a reaction SMILES: [CH3:1][N:2]([CH3:17])[CH2:3][CH2:4][S:5]([C:8]1[CH:13]=[CH:12][C:11]([N+:14]([O-])=O)=[CH:10][CH:9]=1)(=[O:7])=[O:6]>C(O)C.[Pd]>[CH3:1][N:2]([CH3:17])[CH2:3][CH2:4][S:5]([C:8]1[CH:13]=[CH:12][C:11]([NH2:14])=[CH:10][CH:9]=1)(=[O:7])=[O:6]. Reported procedure: A solution of dimethyl-[2-(4-nitro-benzenesulfonyl)-ethyl]-amine (0.39 mmol) in ethanol (15 mL) is hydrogenated for 90 minutes at atmospheric pressure over 10% Pd/C. The mixture is filtered through a pad of diatomaceous earth and concentrated under reduced pressure to give 4-(2-dimethylamino-ethanesulfonyl)-phenylamine as a white solid.